From a dataset of the Open Reaction Database (ORD), a public repository of structured organic reaction records. describe an organic reaction: reactants, conditions, products, and yield Reactants: CO, ClCCl, [Na+], [OH-], O, Cc1ccc(S(=O)(=O)OCCN(CC(C)O)S(=O)(=O)c2ccc(C)cc2)cc1. Product: Cc1ccc(S(=O)(=O)N2CCOC(C)C2)cc1. RXN SMILES: [CH3:32][OH:33].[Cl:34][CH2:35][Cl:36].[Na+:2].[OH-:1].[OH2:31].[OH:3][CH:4]([CH2:5][N:6]([CH2:7][CH2:8][O:9][S:10]([c:11]1[cH:12][cH:13][c:14]([CH3:15])[cH:16][cH:17]1)(=[O:18])=[O:19])[S:20](=[O:21])(=[O:22])[c:23]1[cH:24][cH:25][c:26]([CH3:29])[cH:27][cH:28]1)[CH3:30]>>[CH:4]1([CH3:30])[CH2:5][N:6]([S:20](=[O:21])(=[O:22])[c:23]2[cH:24][cH:25][c:26]([CH3:29])[cH:27][cH:28]2)[CH2:7][CH2:8][O:9]1. Starting materials: FC(C(=O)OC(C(F)(F)F)=O)(F)F (trifluoroacetic acid anhydride), NC1=CC=CC=C1 (aniline), CN(/C=C/C(C(F)(F)F)=O)C ((E)-4-(dimethylamino)-1,1,1-trifluoro-3-buten-2-one). Run in ClCCCl (1,2-dichloroethane), C=1(C(=CC=CC1)C)C (xylene). Yields the product FC(C1=NC2=CC=CC=C2C=C1)(F)F (2-(Trifluoromethyl)quinoline). As a reaction SMILES: CN(C)/[CH:3]=[CH:4]/[C:5](=O)[C:6]([F:9])([F:8])[F:7].FC(F)(F)C(OC(=O)C(F)(F)F)=O.[NH2:25][C:26]1[CH:31]=[CH:30][CH:29]=[CH:28][CH:27]=1>ClCCCl.C1(C)C(C)=CC=CC=1>[F:9][C:6]([F:7])([F:8])[C:5]1[CH:4]=[CH:3][C:31]2[C:26](=[CH:27][CH:28]=[CH:29][CH:30]=2)[N:25]=1. Reported procedure: According to instructions in the literature (Baraznenok, I. L., Nenajdenko, V. G., Balenkova, E. S. Eur. J. Org. Chem. 1999, 937-941), 1.2 g (7.18 mmol) of (E)-4-(dimethylamino)-1,1,1-trifluoro-3-buten-2-one is reacted with 2.03 g (7.18 mmol) of trifluoroacetic acid anhydride and 1.30 ml (14.36 mmol) of aniline in 72 ml of 1,2-dichloroethane, then in 36 ml of xylene. After working-up and purification on silica gel with hexane-ethyl acetate (0-100%), 1.01 g (71% of theory) of the product is obtai... The reactants are NC1=C(C=C(C=C1[N+](=O)[O-])Cl)CO ((2-Amino-5-chloro-3-nitro-phenyl)-methanol), CO (methanol), C(C)(=O)O (acetic acid). Reagents/catalysts: [Ni] (Raney Nickel). Run in O (water), C(C)(C)O (iso-propanol), O (water), CO.O (methanol water). Reaction conditions: time 4 hour. Product: NC1=C(C=C(C=C1N)Cl)CO ((2,3-diamino-5-chloro-phenyl)-methanol). Isolated yield 83.4%. As a reaction SMILES: [NH2:1][C:2]1[C:7]([N+:8]([O-])=O)=[CH:6][C:5]([Cl:11])=[CH:4][C:3]=1[CH2:12][OH:13].CO.C(O)(=O)C>C(O)(C)C.[Ni].O.CO.O>[NH2:1][C:2]1[C:7]([NH2:8])=[CH:6][C:5]([Cl:11])=[CH:4][C:3]=1[CH2:12][OH:13] |f:6.7|. Procedure: (2-Amino-5-chloro-3-nitro-phenyl)-methanol (0.202 g, 1 mmol) was suspended in a mixture of iso-propanol (5 ml), water (2 ml), methanol (3 ml) and acetic acid (0.05 ml). Raney Nickel (0.015 g, as a slurry in water) was added carefully under nitrogen. The reaction mixture was shaken under a hydrogen atmosphere for 4 h, then diluted with methanol-water (1:1, 50 ml) and filtered to removed catalyst residues. Volatiles were removed in vacuo, and the remaining aqueous layer extracted with ethyl acetat... The reactants are CC=1NC2=CC=C(C=C2C1)N (2-methyl-1H-indol-5-ylamine), N1(CCOCC1)CCCNC(=O)C1=CC2=NC=CC(=C2S1)Cl (7-chloro-thieno[3,2-b]pyridine-2-carboxylic acid (3-morpholin-4-yl-propyl)-amide). The product is N1(CCOCC1)CCCNC(=O)C1=CC2=NC=CC(=C2S1)NC=1C=C2C=C(NC2=CC1)C (7-(2-Methyl-1H-indol-5-ylamino)-thieno[3,2-b]pyridine-2-carboxylic acid (3-morpholin-4-yl-propyl)-amide). Reaction SMILES: [CH3:1][C:2]1[NH:3][C:4]2[C:9]([CH:10]=1)=[CH:8][C:7]([NH2:11])=[CH:6][CH:5]=2.[N:12]1([CH2:18][CH2:19][CH2:20][NH:21][C:22]([C:24]2[S:32][C:31]3[C:26](=[N:27][CH:28]=[CH:29][C:30]=3Cl)[CH:25]=2)=[O:23])[CH2:17][CH2:16][O:15][CH2:14][CH2:13]1>>[N:12]1([CH2:18][CH2:19][CH2:20][NH:21][C:22]([C:24]2[S:32][C:31]3[C:26](=[N:27][CH:28]=[CH:29][C:30]=3[NH:11][C:7]3[CH:8]=[C:9]4[C:4](=[CH:5][CH:6]=3)[NH:3][C:2]([CH3:1])=[CH:10]4)[CH:25]=2)=[O:23])[CH2:17][CH2:16][O:15][CH2:14][CH2:13]1. Reported procedure: The title compound was prepared from 2-methyl-1H-indol-5-ylamine and 7-chloro-thieno[3,2-b]pyridine-2-carboxylic acid (3-morpholin-4-yl-propyl)-amide by a procedure analogous to Example 1C. MS: 450 (MH+); HPLC Rf: 3.48 min.; HPLC purity 96%. The reactants are CCO, CN=C=Nc1c(Cl)cccc1Cl, Cl, NN. Yields the product CNC(=NN)Nc1c(Cl)cccc1Cl, Cl. As a reaction SMILES: [CH3:16][CH2:17][OH:18].[Cl:1][c:2]1[c:3]([N:9]=[C:10]=[N:11][CH3:12])[c:4]([Cl:8])[cH:5][cH:6][cH:7]1.[ClH:13].[NH2:14][NH2:15]>>[Cl:1][c:2]1[c:3]([NH:9][C:10]([NH:11][CH3:12])=[N:14][NH2:15])[c:4]([Cl:8])[cH:5][cH:6][cH:7]1.[ClH:13].